Dataset: the Open Reaction Database (ORD), a public repository of structured organic reaction records. Task: describe an organic reaction: reactants, conditions, products, and yield The reactants are COC1=CC2=C(N=C(N2)S)C=C1 (5-methoxy-2-benzimidazolethiol), COC1=CC=C(C=C1)C1=CC=C(C=C1)S(=O)(=O)NC(C(=O)OC)CC1CO1 (methyl 2-[(4′-methoxy[1,1′-biphenyl]-4-yl)sulfonyl]amino-4,5-epoxypentanoate), compound 20. Yields the product COC1=CC=C(C=C1)C1=CC=C(C=C1)S(=O)(=O)NC(C(=O)O)CC(CSC=1NC2=C(N1)C=CC(=C2)OC)O (2-[(4′-Methoxy[1,1′-biphenyl]-4-yl)sulfonyl]amino-4-hydroxy-5-[(5-methoxy-benzimidazol-2-yl)thio]-pentanoic acid). RXN SMILES: [CH3:1][O:2][C:3]1[CH:12]=[CH:11][C:6]2[N:7]=[C:8]([SH:10])[NH:9][C:5]=2[CH:4]=1.[CH3:13][O:14][C:15]1[CH:20]=[CH:19][C:18]([C:21]2[CH:26]=[CH:25][C:24]([S:27]([NH:30][CH:31]([CH2:36][CH:37]3[O:39][CH2:38]3)[C:32]([O:34]C)=[O:33])(=[O:29])=[O:28])=[CH:23][CH:22]=2)=[CH:17][CH:16]=1>>[CH3:13][O:14][C:15]1[CH:16]=[CH:17][C:18]([C:21]2[CH:22]=[CH:23][C:24]([S:27]([NH:30][CH:31]([CH2:36][CH:37]([OH:39])[CH2:38][S:10][C:8]3[NH:9][C:5]4[CH:4]=[C:3]([O:2][CH3:1])[CH:12]=[CH:11][C:6]=4[N:7]=3)[C:32]([OH:34])=[O:33])(=[O:28])=[O:29])=[CH:25][CH:26]=2)=[CH:19][CH:20]=1. Procedure details: Example 41 is prepared from 5-methoxy-2-benzimidazolethiol and 1d using the procedure described for compound 20. Reactants: CC(C(=O)O)N(C)C(=O)OC(C)(C)C, COC(=O)c1ccc(C(=O)CN)cc1, CCOC(C)=O, ClCCl, Cl, On1nnc2ccccc21. RXN SMILES: [C:16](=[O:17])([O:18][C:19]([CH3:20])([CH3:21])[CH3:22])[N:23]([CH:24]([CH3:25])[C:26](=[O:27])[OH:28])[CH3:29].[CH3:2][O:3][C:4]([c:5]1[cH:6][cH:7][c:8]([C:11]([CH2:12][NH2:13])=[O:14])[cH:9][cH:10]1)=[O:15].[CH3:43][CH2:44][O:45][C:46](=[O:47])[CH3:48].[Cl:40][CH2:41][Cl:42].[ClH:1].[OH:30][n:31]1[c:32]2[c:33]([cH:34][cH:35][cH:36][cH:37]2)[n:38][n:39]1>>[CH3:2][O:3][C:4]([c:5]1[cH:6][cH:7][c:8]([C:11]([CH2:12][NH:13][C:26]([CH:24]([N:23]([C:16](=[O:17])[O:18][C:19]([CH3:20])([CH3:21])[CH3:22])[CH3:29])[CH3:25])=[O:27])=[O:14])[cH:9][cH:10]1)=[O:15]. The product is COC(=O)c1ccc(C(=O)CNC(=O)C(C)N(C)C(=O)OC(C)(C)C)cc1. Starting materials: C1(=CC=C(C=C1)S(=O)(=O)Cl)C (4-toluenesulfonyl chloride), FC1=CC=C(C=C1)CCO (2-(4-fluorophenyl)ethanol), O (water). Run in N1=CC=CC=C1 (pyridine), N1=CC=CC=C1 (pyridine). Conditions: time 3 hour. Product: FC1=CC=C(C=C1)CCOS(=O)(=O)C1=CC=C(C=C1)C (toluene-4-sulfonic acid 2-(4-fluorophenyl)ethyl ester). Isolated yield 84.5%. As a reaction SMILES: [F:1][C:2]1[CH:7]=[CH:6][C:5]([CH2:8][CH2:9][OH:10])=[CH:4][CH:3]=1.[C:11]1([CH3:21])[CH:16]=[CH:15][C:14]([S:17](Cl)(=[O:19])=[O:18])=[CH:13][CH:12]=1.O>N1C=CC=CC=1>[F:1][C:2]1[CH:7]=[CH:6][C:5]([CH2:8][CH2:9][O:10][S:17]([C:14]2[CH:15]=[CH:16][C:11]([CH3:21])=[CH:12][CH:13]=2)(=[O:19])=[O:18])=[CH:4][CH:3]=1. Procedure details: A solution of 2-(4-fluorophenyl)ethanol(10.0 g, 71.3 mmol) in pyridine (100 mL) was stirred at −5° C. and treated with 4-toluenesulfonyl chloride (14.95 g, 78.4 mmol). After 3 hours, water (10 mL) was added slowly, followed by dilution with ice water and extraction with chloroform. The organic phase was washed with cold 0.5 M aqueous sulfuric acid, then with water, then with saturated aqueous sodium chloride, and was dried over sodium sulfate. Concentration under vacuum provided a pale orange oi... The reactants are ClC=1C2=C(N=CN1)N(C=C2I)[C@H]2[C@H](OC)[C@H](OC(C)=O)[C@H](O2)COC(C)=O (4-Chloro-5-iodo-7-(2-O-methyl-3,5-di-O-acetyl-β-D-ribofuranosyl)-7H-pyrrolo[2,3-d]pyrimidine), steel, N (ammonia). Run in CO (MeOH), CO (MeOH). Reaction conditions: temperature -55 celsius. Yields the product NC=1C2=C(N=CN1)N(C=C2I)[C@H]2[C@H](OC)[C@H](O)[C@H](O2)CO (4-Amino-5-iodo-7-(2-O-methyl-β-D-ribofuranosyl)-7H-pyrrolo[2,3-d]pyrimidine). As a reaction SMILES: Cl[C:2]1[C:3]2[C:10]([I:11])=[CH:9][N:8]([C@@H:12]3[O:22][C@H:21]([CH2:23][O:24]C(=O)C)[C@@H:16]([O:17]C(=O)C)[C@H:13]3[O:14][CH3:15])[C:4]=2[N:5]=[CH:6][N:7]=1.[NH3:28]>CO>[NH2:28][C:2]1[C:3]2[C:10]([I:11])=[CH:9][N:8]([C@@H:12]3[O:22][C@H:21]([CH2:23][OH:24])[C@@H:16]([OH:17])[C@H:13]3[O:14][CH3:15])[C:4]=2[N:5]=[CH:6][N:7]=1. Procedure details: A solution of compound 5.6 (28.8 mg, 0.057 mmol) in MeOH (3 mL) was transferred to a steel bomb, cooled to −50 to −60° C., and treated with a saturated solution of ammonia in MeOH (10 mL). The reactor was sealed and heated at 118° C. overnight. The reaction vessel was cooled (0-5° C.), opened carefully and the reaction mixture was evaporated to dryness. The crude product was dissolved in MeOH, adsorbed onto silica gel and purified by flash column chromatography on silica gel using pure CH2Cl2 to...